Dataset: the Open Reaction Database (ORD), a public repository of structured organic reaction records. Task: describe an organic reaction: reactants, conditions, products, and yield RXN SMILES: [Br:1][C:2]1[CH:8]=[CH:7][C:5]([NH2:6])=[CH:4][CH:3]=1.C1(CC(Cl)=O)CCCCC1.BrC1C=CC([NH:26][C:27](=[O:35])[CH2:28][CH:29]2[CH2:34][CH2:33][CH2:32][CH2:31][CH2:30]2)=CC=1.[H-].[Na+].[Na].NCl>CN(C=O)C.N1C=CC=CC=1>[CH:29]1([CH2:28][C:27]([NH:26][NH:6][C:5]2[CH:7]=[CH:8][C:2]([Br:1])=[CH:3][CH:4]=2)=[O:35])[CH2:34][CH2:33][CH2:32][CH2:31][CH2:30]1 |f:3.4,^1:37|. The solvent is CN(C)C=O (DMF), N1=CC=CC=C1 (pyridine). Product: C1(CCCCC1)CC(=O)NNC1=CC=C(C=C1)Br (N'-cyclohexylacetyl-4-bromophenylhydrazine). The reactants are BrC1=CC=C(C=C1)NC(CC1CCCCC1)=O (N-(4-bromophenyl)-α-cyclohexylacetamide), [H-].[Na+] (sodium hydride), [Na] (sodium), NCl (chloramine), BrC1=CC=C(N)C=C1 (4-bromoaniline), C1(CCCCC1)CC(=O)Cl (α-cyclohexylacetyl chloride). Procedure: Reaction of 4-bromoaniline with α-cyclohexylacetyl chloride in the presence of pyridine and reaction of the resulting N-(4-bromophenyl)-α-cyclohexylacetamide with sodium hydride in DMF followed by reaction of the resulting sodium salt with chloramine all according to the procedure described in Example 65 affords N'-cyclohexylacetyl-4-bromophenylhydrazine. Reaction of the latter with levulinic aldehyde diethylacetal in refluxing ethanol using the procedure described above in Example 1, and reduct... The reactants are [Br-], [Br-], Br, CCOC(=O)CC#N, CCCCCCCCCCCCCCCC[N+](C)(C)C, CC[N+](C)(CC)CC, CCCCOC(C)=O, [Ca+2], [Ca+2], [Cl-], [Cl-], [Cl-], [Cl-], [O-]Cl, Cl, CC(C)=CC=C(Cl)Cl, Cl, [K+], [Na+], O=C([O-])[O-], O. The product is CCOC(=O)C1(C#N)C(C=C(Cl)Cl)C1(C)C. RXN SMILES: [Br-:27].[Br-:35].[Br:31].[C:1](#[N:2])[CH2:3][C:4](=[O:5])[O:6][CH2:7][CH3:8].[CH2:36]([N+:37]([CH3:38])([CH3:39])[CH3:40])[CH2:41][CH2:42][CH2:43][CH2:44][CH2:45][CH2:46][CH2:47][CH2:48][CH2:49][CH2:50][CH2:51][CH2:52][CH2:53][CH2:54][CH3:55].[CH3:57][N+:58]([CH2:59][CH3:60])([CH2:61][CH3:62])[CH2:63][CH3:64].[CH3:65][CH2:66][CH2:67][CH2:68][O:69][C:70](=[O:71])[CH3:72].[Ca+2:18].[Ca+2:25].[Cl-:17].[Cl-:23].[Cl-:24].[Cl-:56].[Cl:28][O-:29].[Cl:32].[Cl:9][C:10](=[CH:11][CH:12]=[C:13]([CH3:14])[CH3:15])[Cl:16].[ClH:33].[K+:26].[Na+:30].[O-:19][C:20](=[O:21])[O-:22].[OH2:34]>>[C:1](#[N:2])[C:3]1([C:4](=[O:5])[O:6][CH2:7][CH3:8])[CH:12]([CH:11]=[C:10]([Cl:9])[Cl:16])[C:13]1([CH3:14])[CH3:15]. Starting materials: BrC=1C(=NC=C(C(=O)NC2=CC=C(C=C2)OC(F)(F)F)C1)Cl (5-bromo-6-chloro-N-(4-(trifluoromethoxy)phenyl)nicotinamide), N1C[C@@H](CC1)CNC(OC(C)(C)C)=O ((R)-tert-butyl (pyrrolidin-3-ylmethyl)carbamate). The product is BrC=1C(=NC=C(C1)C(NC1=CC=C(C=C1)OC(F)(F)F)=O)N1C[C@@H](CC1)CNC(OC(C)(C)C)=O ((S)-tert-Butyl ((1-(3-bromo-5-((4-(trifluoromethoxy)phenyl)carbamoyl)pyridin-2-yl)pyrrolidin-3-yl)methyl)carbamate). As a reaction SMILES: [Br:1][C:2]1[C:3](Cl)=[N:4][CH:5]=[C:6]([CH:21]=1)[C:7]([NH:9][C:10]1[CH:15]=[CH:14][C:13]([O:16][C:17]([F:20])([F:19])[F:18])=[CH:12][CH:11]=1)=[O:8].[NH:23]1[CH2:27][CH2:26][C@@H:25]([CH2:28][NH:29][C:30](=[O:36])[O:31][C:32]([CH3:35])([CH3:34])[CH3:33])[CH2:24]1>>[Br:1][C:2]1[C:3]([N:23]2[CH2:27][CH2:26][C@@H:25]([CH2:28][NH:29][C:30](=[O:36])[O:31][C:32]([CH3:34])([CH3:33])[CH3:35])[CH2:24]2)=[N:4][CH:5]=[C:6]([C:7](=[O:8])[NH:9][C:10]2[CH:15]=[CH:14][C:13]([O:16][C:17]([F:20])([F:19])[F:18])=[CH:12][CH:11]=2)[CH:21]=1. Reported procedure: The title compound was prepared in an analogous fashion to that described in Stage 93.1 using 5-bromo-6-chloro-N-(4-(trifluoromethoxy)phenyl)nicotinamide (Stage 12.2) and (R)-tert-butyl (pyrrolidin-3-ylmethyl)carbamate. LC-MS (Condition 6) tR=1.46 min, m/z=558.9 [M+H]+, m/z=581.0 [M+Na]+. The reactants are C1=CC=CC=2SC3=CC=CC=C3NC12 (phenothiazine), C(CCC)C1CCC(N1)=O (5-n-butyl-2-pyrrolidinone). Product: C(CCC)C1CC=C(N1C1=NC(CC1)CCCC)N1C2=CC=CC=C2SC=2C=CC=CC12 (10-[5-n-BUTYL-1-(5-n-BUTYL-1-PYRROLIN-2-YL)-2-PYRROLIN-2-YL]PHENOTHIAZINE). RXN SMILES: [CH:1]1[C:14]2[NH:13][C:12]3[C:7](=[CH:8][CH:9]=[CH:10][CH:11]=3)[S:6][C:5]=2[CH:4]=[CH:3][CH:2]=1.[CH2:15]([CH:19]1[NH:23][C:22](=O)[CH2:21][CH2:20]1)[CH2:16][CH2:17][CH3:18]>>[CH2:15]([CH:19]1[N:23]([C:22]2[CH2:21][CH2:20][CH:19]([CH2:15][CH2:16][CH2:17][CH3:18])[N:23]=2)[C:22]([N:13]2[C:14]3[CH:1]=[CH:2][CH:3]=[CH:4][C:5]=3[S:6][C:7]3[C:12]2=[CH:11][CH:10]=[CH:9][CH:8]=3)=[CH:21][CH2:20]1)[CH2:16][CH2:17][CH3:18]. Procedure: reaction of phenothiazine with 5-n-butyl-2-pyrrolidinone according to the procedure of Example 4 provides 10-[5-n-BUTYL-1-(5-n-BUTYL-1-PYRROLIN-2-YL)-2-PYRROLIN-2-YL]PHENOTHIAZINE. The product is C(N)(=O)OCC=1CS[C@H]2N(C1C(=O)O)C([C@H]2NC(C(C=2SC=CC2)=NOC)=O)=O ((6R,7R)-3-Carbamoyloxymethyl-7-[2-methoxyimino-2-(thien-2-yl)acetamido]ceph-3-em-4-carboxylic Acid). Isolated yield 50.4%. Starting materials: C4, N[C@H]1[C@@H]2N(C(=C(CS2)COC(N)=O)C(=O)O)C1=O ((6R,7R)-7-amino-3-carbamoyloxymethylceph-3-em-4-carboxylic acid), CON=C(C(=O)[O-])C=1SC=CC1.[Na+] (sodium 2-methoxyimino-2-(thien-2-yl)acetate), N1C(CC1)=O (azetidin-2-one), thienyl, C3, amide, C2, C6, thienyl, C7. RXN SMILES: [NH2:1][C@@H:2]1[C:17](=[O:18])[N:4]2[C:5]([C:14]([OH:16])=[O:15])=[C:6]([CH2:9][O:10][C:11](=[O:13])[NH2:12])[CH2:7][S:8][C@H:3]12.[CH3:19][O:20][N:21]=[C:22]([C:26]1[S:27][CH:28]=[CH:29][CH:30]=1)[C:23]([O-])=[O:24].[Na+].N1CCC1=O>O1CCOCC1>[C:11]([O:10][CH2:9][C:6]1[CH2:7][S:8][C@@H:3]2[C@H:2]([NH:1][C:23](=[O:24])[C:22](=[N:21][O:20][CH3:19])[C:26]3[S:27][CH:28]=[CH:29][CH:30]=3)[C:17](=[O:18])[N:4]2[C:5]=1[C:14]([OH:16])=[O:15])(=[O:13])[NH2:12] |f:1.2|. Run in O1CCOCC1 (dioxan). Reported procedure: Following the procedure of Example 2, the title compound (888 mg., 50%) was prepared from (6R,7R)-7-amino-3-carbamoyloxymethylceph-3-em-4-carboxylic acid (1.09g., 4 mmole) and sodium 2-methoxyimino-2-(thien-2-yl)acetate (syn -isomer) (923mg., 4.8 mmole). Its properties are: m.p. 157° to 163° , [α]D20° + 57.3° (c 1.0 in dioxan), RPAC 0.8* Solvent system A*,λmax. (pH6 buffer) 262.5 nm (ε 15,550), and inflexion at 235 nm (ε 10,350), τ (DMSO-d6) 0.20 (d, J 8 Hz, NH), 2.29 (dd, J 2 and 5 Hz, thienyl ... Starting materials: COc1ccccc1Br, N#Cc1cccc(C(=O)Cl)c1, Cl, I, [Mg], C1CCOC1. Yields the product COc1ccccc1C(=O)c1cccc(C#N)c1. As a reaction SMILES: [Br:1][c:2]1[c:3]([O:8][CH3:9])[cH:4][cH:5][cH:6][cH:7]1.[C:12](#[N:13])[c:14]1[cH:15][c:16]([C:17](=[O:18])[Cl:19])[cH:20][cH:21][cH:22]1.[ClH:23].[I:11].[Mg:10].[O:24]1[CH2:25][CH2:26][CH2:27][CH2:28]1>>[c:2]1([C:17]([c:16]2[cH:15][c:14]([C:12]#[N:13])[cH:22][cH:21][cH:20]2)=[O:18])[c:3]([O:8][CH3:9])[cH:4][cH:5][cH:6][cH:7]1. Reactants: CO, Cc1cc(CCC(=O)O)no1. The product is COC(=O)CCc1cc(C)on1. RXN SMILES: [CH3:12][OH:13].[CH3:1][c:2]1[cH:3][c:4]([CH2:7][CH2:8][C:9](=[O:10])[OH:11])[n:5][o:6]1>>[CH3:1][c:2]1[cH:3][c:4]([CH2:7][CH2:8][C:9](=[O:10])[O:11][CH3:12])[n:5][o:6]1. Starting materials: O=S1(=O)NCC2(OCCO2)c2ccc3ccccc3c21, CI, CC(C)O, [Na+], [OH-], O. Yields the product CN1CC2(OCCO2)c2ccc3ccccc3c2S1(=O)=O. RXN SMILES: [CH2:3]1[CH2:4][O:5][C:6]2([CH2:7][NH:8][S:9](=[O:20])(=[O:21])[c:10]3[c:11]2[cH:12][cH:13][c:14]2[cH:15][cH:16][cH:17][cH:18][c:19]32)[O:22]1.[CH3:1][I:2].[CH:26]([OH:27])([CH3:28])[CH3:29].[Na+:24].[OH-:23].[OH2:25]>>[CH3:1][N:8]1[CH2:7][C:6]2([O:5][CH2:4][CH2:3][O:22]2)[c:11]2[c:10]([c:19]3[c:14]([cH:13][cH:12]2)[cH:15][cH:16][cH:17][cH:18]3)[S:9]1(=[O:20])=[O:21]. Starting materials: O=C([O-])[O-], C#CCBr, C#CCOc1nc(C(F)(F)F)ccc1C(=O)OCC, CN(C)C=O, CC#N, [K+], [K+], [K+], O=C(O)c1ccc(C(F)(F)F)[nH]c1=O, C1COCCO1, [OH-], O. Product: C#CCOc1nc(C(F)(F)F)ccc1C(=O)O. Reaction SMILES: [C:19](=[O:20])([O-:21])[O-:22].[CH2:15]([Br:16])[C:17]#[CH:18].[CH2:25]([C:26]#[CH:27])[O:28][c:29]1[c:30]([C:31](=[O:32])[O:33][CH2:34][CH3:35])[cH:36][cH:37][c:38]([C:40]([F:41])([F:42])[F:43])[n:39]1.[CH3:46][N:47]([CH3:48])[CH:49]=[O:50].[CH3:51][C:52]#[N:53].[K+:23].[K+:24].[K+:45].[O:1]=[c:2]1[c:3]([C:4]([OH:5])=[O:6])[cH:7][cH:8][c:9]([C:10]([F:11])([F:12])[F:13])[nH:14]1.[O:55]1[CH2:56][CH2:57][O:58][CH2:59][CH2:60]1.[OH-:44].[OH2:54]>>[CH2:25]([C:26]#[CH:27])[O:28][c:29]1[c:30]([C:31](=[O:32])[OH:33])[cH:36][cH:37][c:38]([C:40]([F:41])([F:42])[F:43])[n:39]1. The reactants are O=C(O)COc1ccc(C23CC4CC(CC(C4)C2)C3)cc1, COC(=O)c1cccc(N)c1, CCN=C=NCCCN(C)C, CCN(C(C)C)C(C)C, Cl, CN(C)C=O, O, On1nnc2ccccc21. Product: COC(=O)c1cccc(NC(=O)COc2ccc(C34CC5CC(CC(C5)C3)C4)cc2)c1. As a reaction SMILES: [C:1]12([c:11]3[cH:12][cH:13][c:14]([O:15][CH2:16][C:17](=[O:18])[OH:19])[cH:20][cH:21]3)[CH2:2][CH:3]3[CH2:4][CH:5]([CH2:6][CH:7]([CH2:8]1)[CH2:9]3)[CH2:10]2.[CH3:22][O:23][C:24]([c:25]1[cH:26][c:27]([NH2:31])[cH:28][cH:29][cH:30]1)=[O:32].[CH3:34][N:35]([CH3:36])[CH2:37][CH2:38][CH2:39][N:40]=[C:41]=[N:42][CH2:43][CH3:44].[CH:56]([N:57]([CH2:58][CH3:59])[CH:60]([CH3:61])[CH3:62])([CH3:63])[CH3:64].[ClH:33].[O:65]=[CH:66][N:67]([CH3:68])[CH3:69].[OH2:45].[OH:46][n:47]1[c:48]2[cH:49][cH:50][cH:51][cH:52][c:53]2[n:54][n:55]1>>[C:1]12([c:11]3[cH:12][cH:13][c:14]([O:15][CH2:16][C:17](=[O:18])[NH:31][c:27]4[cH:26][c:25]([C:24]([O:23][CH3:22])=[O:32])[cH:30][cH:29][cH:28]4)[cH:20][cH:21]3)[CH2:2][CH:3]3[CH2:4][CH:5]([CH2:6][CH:7]([CH2:8]1)[CH2:9]3)[CH2:10]2.